This data is from the Open Reaction Database (ORD), a public repository of structured organic reaction records. The task is: describe an organic reaction: reactants, conditions, products, and yield The reactants are Cl.O1C2=C(C=CC=3C[C@@H]4[C@@]5(CCC([C@]1([C@@]5(C23)CCN4)C)=O)OCC)OC (4,5α-epoxy-14-ethoxy-3-methoxy-5-methylmorphinan-6-one hydrochloride), C([O-])([O-])=O.[K+].[K+] (potassium carbonate), C1(=CC=CC=C1)CCBr (2-phenylethyl bromide), NN-dimethyl formamide. Run in O (H2O). The product is O1C2=C(C=CC=3C[C@@H]4[C@@]5(CCC([C@]1([C@@]5(C23)CCN4CCC4=CC=CC=C4)C)=O)OCC)OC (4,5α-epoxy-14-ethoxy-3-methoxy-5-methyl-17-(2-phenyl)ethylmorphinan-6-one). Yield: 59.5%. As a reaction SMILES: Cl.[O:2]1[C@:14]2([CH3:20])[C@@:15]34[CH2:17][CH2:18][NH:19][C@@H:9]([C@:10]3([O:22][CH2:23][CH3:24])[CH2:11][CH2:12][C:13]2=[O:21])[CH2:8][C:7]2=[C:16]4[C:3]1=[C:4]([O:25][CH3:26])[CH:5]=[CH:6]2.C(=O)([O-])[O-].[K+].[K+].[C:33]1([CH2:39][CH2:40]Br)[CH:38]=[CH:37][CH:36]=[CH:35][CH:34]=1>O>[O:2]1[C@:14]2([CH3:20])[C@@:15]34[CH2:17][CH2:18][N:19]([CH2:40][CH2:39][C:33]5[CH:38]=[CH:37][CH:36]=[CH:35][CH:34]=5)[C@@H:9]([C@:10]3([O:22][CH2:23][CH3:24])[CH2:11][CH2:12][C:13]2=[O:21])[CH2:8][C:7]2=[C:16]4[C:3]1=[C:4]([O:25][CH3:26])[CH:5]=[CH:6]2 |f:0.1,2.3.4|. Reported procedure: A mixture of 4,5α-epoxy-14-ethoxy-3-methoxy-5-methylmorphinan-6-one hydrochloride (H. Schmidhammer et al., Helv. Chim. Acta Vol. 76, 476-480,1993) (3.0 g, 7.88 mmol), potassium carbonate (3.9 g, 28.2 mmol), 2-phenylethyl bromide (1.41 ml, 10.4 mmol), and of 20 ml anhydrous NN-dimethyl formamide was stirred at 80° C. (bath temperature) for 2h. After cooling and addition of 130 ml of H2O, the mixture was extracted with diethyl ether (3×60 ml). The combined organic layers were washed with H2O(3×70 ... The reactants are P(Br)(Br)Br (Phosphorus tribromide), CC=1C=C(CCO)C=CC1C (3,4-dimethylphenethyl alcohol), C([O-])([O-])=O.[Na+].[Na+] (sodium carbonate). The solvent is O (water), C(Cl)(Cl)(Cl)Cl (carbon tetrachloride). The product is CC=1C=C(CCBr)C=CC1C (3,4-dimethylphenethyl bromide). Reaction SMILES: P(Br)(Br)[Br:2].[CH3:5][C:6]1[CH:7]=[C:8]([CH:12]=[CH:13][C:14]=1[CH3:15])[CH2:9][CH2:10]O.C(=O)([O-])[O-].[Na+].[Na+]>C(Cl)(Cl)(Cl)Cl.O>[CH3:5][C:6]1[CH:7]=[C:8]([CH:12]=[CH:13][C:14]=1[CH3:15])[CH2:9][CH2:10][Br:2] |f:2.3.4|. Procedure details: Phosphorus tribromide (0.82 g) was added dropwise to a solution of 3,4-dimethylphenethyl alcohol (1.27 g--see Preparation 17) in carbon tetrachloride (10 ml). The mixture was heated under reflux for 2.5 hours then cooled to room temperature and basified (pit 8) by the dropwise addition of 10% aqueous sodium carbonate (5 ml). The mixture was then diluted with water (20 ml) and extracted with dichloromethane (3×50 ml). The combined dichloromethane extracts were dried (MgSO4) and concentrated in va... Starting materials: CI, CC(C)(C)[O-], C#CC(C)(O)COC, [K+], C1CCOC1, O. Product: C#CC(C)(COC)OC. As a reaction SMILES: [CH3:15][I:16].[CH3:1][C:2]([CH3:3])([O-:4])[CH3:5].[CH3:7][O:8][CH2:9][C:10]([C:11]#[CH:12])([OH:13])[CH3:14].[K+:6].[O:17]1[CH2:18][CH2:19][CH2:20][CH2:21]1.[OH2:22]>>[CH3:1][O:13][C:10]([CH2:9][O:8][CH3:7])([C:11]#[CH:12])[CH3:14]. Reactants: C(C)[C@H]1C(C1)[C@@H](C)O ((1R,2R)-2-ethylcyclopropylethanol), CN(C)C=O (DMF), [Cr](=O)(=O)([O-])O[Cr](=O)(=O)[O-].[NH+]1=CC=CC=C1.[NH+]1=CC=CC=C1 (Pyridinium dichromate). Run in O (water). Run at temperature 25 celsius, time 8 hour. Yields the product C(C)[C@H]1[C@H](C1)CC(=O)O ((1R,2R)-2-Ethylcyclopropylacetic Acid). Reaction SMILES: [CH2:1]([C@@H:3]1[CH2:5][CH:4]1[C@H:6](O)C)[CH3:2].CN([CH:12]=[O:13])C.[Cr](O[Cr]([O-])(=O)=O)([O-])(=O)=[O:15].[NH+]1C=CC=CC=1.[NH+]1C=CC=CC=1>O>[CH2:1]([C@@H:3]1[CH2:5][C@@H:4]1[CH2:6][C:12]([OH:13])=[O:15])[CH3:2] |f:2.3.4|. Procedure: A 250-mL, one-necked, round bottomed flask equipped with a magnetic stirrer, and under nitrogen, was charged with 1.7 g (14.9 mmol) of alcohol 23 and 40 ml of dry DMF. Pyridinium dichromate 19.6 g (3.5 eq.; 52.1 mmol) was added in one portion. The reaction mixture was stirred overnight at 25° C. and then poured into 200 ml of water and extracted with ether (4×80 ml). The organic layers were concentrated under reduced pressure, and the residue was then dissolved in chloroform (50 ml) and extracte... Reactants: CCCCCCCCCCc1cnc(-c2ccc(CC(CCCCCC)C(=O)O)cc2)nc1, O. As a reaction SMILES: [CH2:1]([CH2:2][CH2:3][CH2:4][CH2:5][CH2:6][CH2:7][CH2:8][CH2:9][CH3:10])[c:11]1[cH:12][n:13][c:14](-[c:17]2[cH:18][cH:19][c:20]([CH2:21][CH:22]([C:23](=[O:24])[OH:25])[CH2:26][CH2:27][CH2:28][CH2:29][CH2:30][CH3:31])[cH:32][cH:33]2)[n:15][cH:16]1.[OH2:34]>>[CH2:1]([CH2:2][CH2:3][CH2:4][CH2:5][CH2:6][CH2:7][CH2:8][CH2:9][CH3:10])[c:11]1[cH:12][n:13][c:14](-[c:17]2[cH:18][cH:19][c:20]3[c:32]([cH:33]2)[C:23](=[O:25])[CH:22]([CH2:26][CH2:27][CH2:28][CH2:29][CH2:30][CH3:31])[CH2:21]3)[n:15][cH:16]1. The product is CCCCCCCCCCc1cnc(-c2ccc3c(c2)C(=O)C(CCCCCC)C3)nc1.